Dataset: the Open Reaction Database (ORD), a public repository of structured organic reaction records. Task: describe an organic reaction: reactants, conditions, products, and yield Starting materials: CN1CCN(CC1)C1=CC=C(C=C1)N (4-(4-methyl-piperazin-1-yl)-phenylamine), ClC1=NN2C(C(=CC=C2)NCC2=CC=C(C=C2)OC)=N1 ((2-chloro-[1,2,4]triazolo[1,5-a]pyridin-8-yl)-(4-methoxy-benzyl)-amine). Yields the product COC1=CC=C(CNC=2C=3N(C=CC2)N=C(N3)NC3=CC=C(C=C3)N3CCN(CC3)C)C=C1 (N(8)-(4-Methoxy-benzyl)-N(2)-[4-(4-methyl-piperazin-1-yl)-phenyl]-[1,2,4]triazolo[1,5-a]pyridine-2,8-diamine), foam. Yield: 7.0%. As a reaction SMILES: [CH3:1][N:2]1[CH2:7][CH2:6][N:5]([C:8]2[CH:13]=[CH:12][C:11]([NH2:14])=[CH:10][CH:9]=2)[CH2:4][CH2:3]1.Cl[C:16]1[N:34]=[C:19]2[C:20]([NH:24][CH2:25][C:26]3[CH:31]=[CH:30][C:29]([O:32][CH3:33])=[CH:28][CH:27]=3)=[CH:21][CH:22]=[CH:23][N:18]2[N:17]=1>>[CH3:33][O:32][C:29]1[CH:28]=[CH:27][C:26]([CH2:25][NH:24][C:20]2[C:19]3[N:18]([N:17]=[C:16]([NH:14][C:11]4[CH:12]=[CH:13][C:8]([N:5]5[CH2:4][CH2:3][N:2]([CH3:1])[CH2:7][CH2:6]5)=[CH:9][CH:10]=4)[N:34]=3)[CH:23]=[CH:22][CH:21]=2)=[CH:31][CH:30]=1. Procedure details: N(8)-(4-Methoxy-benzyl)-N(2)-[4-(4-methyl-piperazin-1-yl)-phenyl]-[1,2,4]triazolo[1,5-a]pyridine-2,8-diamine was prepared from 4-(4-methyl-piperazin-1-yl)-phenylamine (74.2 mg, 0.388 mmol) and (2-chloro-[1,2,4]triazolo[1,5-a]pyridin-8-yl)-(4-methoxy-benzyl)-amine (99.9 mg, 0.346 mmol) in a manner analogous to Example 2d. Product was isolated as a red foam (10.64 mg, 7%). 1H NMR (400 MHz, (D3C)2SO, δ, ppm): 9.03 (s, 1H), 7.92 (d, J=6.2 Hz, 1H), 7.56 (d, J=8.3 Hz, 2H), 7.32 (d, J=7.8 Hz, 2H), 6.88...